From a dataset of the Open Reaction Database (ORD), a public repository of structured organic reaction records. describe an organic reaction: reactants, conditions, products, and yield Reactants: C(C#C)(=O)OC (methyl propiolate), C(CCC)[Li] (n-butyllithium), CC1=CC=C(C=O)C=C1 (4-methylbenzaldehyde), [Cl-].[NH4+] (ammonium chloride). Solvent: O1CCCC1 (tetrahydrofuran), O1CCCC1 (tetrahydrofuran). Reaction conditions: time 10 minute. Product: OC(C#CC(=O)OC)C1=CC=C(C=C1)C (methyl 4-hydroxy-4-(4-methylphenyl)-2-butynoate). As a reaction SMILES: [C:1]([O:5][CH3:6])(=[O:4])[C:2]#[CH:3].C([Li])CCC.[CH3:12][C:13]1[CH:20]=[CH:19][C:16]([CH:17]=[O:18])=[CH:15][CH:14]=1.[Cl-].[NH4+]>O1CCCC1>[OH:18][CH:17]([C:16]1[CH:19]=[CH:20][C:13]([CH3:12])=[CH:14][CH:15]=1)[C:3]#[C:2][C:1]([O:5][CH3:6])=[O:4] |f:3.4|. Reported procedure: A solution of 8.4 ml (0.1 mol) of methyl propiolate in 100 ml of tetrahydrofuran was treated at -78° under argon with 68.8 ml of n-butyllithium (1.6M in hexane). The mixture was stirred at -78° for 10 minutes and then a solution of 11.8 ml (0.1 mol) of 4-methylbenzaldehyde in 100 ml of tetrahydrofuran was added within 40 minutes. The reaction mixture was stirred at -78° for a further 20 minutes, then brought to room temperature and treated with 100 ml of saturated ammonium chloride solution The ... Starting materials: CC1=C(C=CC=C1)CC(=O)N(C1=CC=C(C=N1)C(=O)OC)C(CC1=C(C=CC=C1)C)=O (methyl 6-[[bis(2-methylbenzeneacetyl)]-amino]pyridine-3-carboxylate), [OH-].[Na+] (NaOH). The solvent is O1C(CCC1)CO (tetrahydrofuran-methanol). Run at time 8 hour. Product: CC1=C(C=CC=C1)CC(=O)NC1=CC=C(C=N1)C(=O)O (6-[(2-Methylbenzeneacetyl)amino]pyridine-3-carboxylic acid). Reaction SMILES: [CH3:1][C:2]1[CH:7]=[CH:6][CH:5]=[CH:4][C:3]=1[CH2:8][C:9]([N:11](C(=O)CC1C=CC=CC=1C)[C:12]1[N:17]=[CH:16][C:15]([C:18]([O:20]C)=[O:19])=[CH:14][CH:13]=1)=[O:10].[OH-].[Na+]>O1CCCC1CO>[CH3:1][C:2]1[CH:7]=[CH:6][CH:5]=[CH:4][C:3]=1[CH2:8][C:9]([NH:11][C:12]1[N:17]=[CH:16][C:15]([C:18]([OH:20])=[O:19])=[CH:14][CH:13]=1)=[O:10] |f:1.2|. Reported procedure: To a cooled (0° C.) mixture of 5.0 g methyl 6-aminopyridine-3-carboxylate, 12.6 ml of N,N-diisopropylethylamine in 40 ml of dichloromethane is added a solution of 12.2 g of 2-methylbenzeneacetyl chloride in 10 ml of dichloromethane. The mixture is stirred under argon at room temperature overnight. The mixture is diluted with 200 ml of dichloromethane and 50 ml of water and the organic layer separated. The organic layer is washed with 50 ml each of 1M NaHCO3, brine and dried (Na2SO4). The solutio... Starting materials: OCC1=CC(C(=C(N1C)C1=CNC2=C(C=CC=C12)CC=C(C)C)OCC1=CC=C(C=C1)OC)=O (6-Hydroxymethyl-3-(4-methoxy-benzyloxy)-1-methyl-2-[7-(3-methyl-but-2-enyl)-1H-indol-3-yl]-pyridin-4-one), C(#N)C1=C(C(=O)C(=C(C1=O)Cl)Cl)C#N (DDQ). The solvent is ClCCl (dichloromethane), O (water). Conditions: time 2 hour. Yields the product OC1=C(N(C(=CC1=O)CO)C)C1=CNC2=C(C=CC=C12)CC=C(C)C (3-Hydroxy-6-hydroxymethyl-1-methyl-2-[7-(3-methyl-but-2-enyl)-1H-indol-3-yl]-pyridin-4-one), solid. Yield: 81.0%. RXN SMILES: [OH:1][CH2:2][C:3]1[N:8]([CH3:9])[C:7]([C:10]2[C:18]3[C:13](=[C:14]([CH2:19][CH:20]=[C:21]([CH3:23])[CH3:22])[CH:15]=[CH:16][CH:17]=3)[NH:12][CH:11]=2)=[C:6]([O:24]CC2C=CC(OC)=CC=2)[C:5](=[O:34])[CH:4]=1.C(C1C(=O)C(Cl)=C(Cl)C(=O)C=1C#N)#N>ClCCl.O>[OH:24][C:6]1[C:5](=[O:34])[CH:4]=[C:3]([CH2:2][OH:1])[N:8]([CH3:9])[C:7]=1[C:10]1[C:18]2[C:13](=[C:14]([CH2:19][CH:20]=[C:21]([CH3:23])[CH3:22])[CH:15]=[CH:16][CH:17]=2)[NH:12][CH:11]=1. Procedure details: To a stirring solution of 213 (75 mg, 0.16 mmol) in dichloromethane (1.5 mL) and water (88 μL) was added DDQ (38 mg, 0.17 mmol) at 0° C. After the cold bath was removed, the mixture was stirred for 2 h. The DDQH2 was removed by filtration and washed with EtOAc. The solution was washed with water and brine. The organic layer was dried over Na2SO4 and the solvent removed under vacuum. After flash column chromatography, the desired product was obtained as a yellow solid (45 mg, 81%). Mp: 215° C. (d... The reactants are BrC(CO)C1(C2=C(OCC3=C1C=CC=C3)C=CC=C2)OCC (2-bromo-2-[6,11-dihydro-11-ethoxy-dibenz[b,e]oxepin-11-yl]-ethanol), C(CCC)[SnH](CCCC)CCCC (tri-n-butyl tin hydride). The reagents and catalysts are CC(C)(C#N)N=NC(C)(C)C#N (AIBN). Solvent: C1(=CC=CC=C1)C (toluene). Yields the product C(C)OC1(C2=C(OCC3=C1C=CC=C3)C=CC=C2)CCO (2-[6,11-dihydro-11-ethoxydibenz[b,e]oxepin-11-yl]-ethanol). Yield: 55.4%. As a reaction SMILES: Br[CH:2]([C:5]1([O:20][CH2:21][CH3:22])[C:11]2[CH:12]=[CH:13][CH:14]=[CH:15][C:10]=2[CH2:9][O:8][C:7]2[CH:16]=[CH:17][CH:18]=[CH:19][C:6]1=2)[CH2:3][OH:4].C([SnH](CCCC)CCCC)CCC>C1(C)C=CC=CC=1.CC(N=NC(C#N)(C)C)(C#N)C>[CH2:21]([O:20][C:5]1([CH2:2][CH2:3][OH:4])[C:11]2[CH:12]=[CH:13][CH:14]=[CH:15][C:10]=2[CH2:9][O:8][C:7]2[CH:16]=[CH:17][CH:18]=[CH:19][C:6]1=2)[CH3:22]. Reported procedure: Dissolved 2-bromo-2-[6,11-dihydro-11-ethoxy-dibenz[b,e]oxepin-11-yl]-ethanol (14.34 g, 0.0395 mol) in 150 mL of dry toluene. Added tri-n-butyl tin hydride (17.24 g, 15.9 mL, 0.0592 mol) and AIBN (0.324 g, 0.00197 mol). Refluxed under a nitrogen atmosphere for 18 hours. Cooled to room temperature, and evaporated. Dissolved residue in 300 mL of acetonitrile, and washed with hexane to remove tin by-products. Dried acetonitrile solution with MgSO4, filtered, and evaporated. Purified crude product by... Starting materials: C1CCOC1, CO, O=C(OCc1ccccc1)N1CC2CCC(O)C2C1. The product is OC1CCC2CNCC12. As a reaction SMILES: [CH2:20]1[O:21][CH2:22][CH2:23][CH2:24]1.[CH3:25][OH:26].[OH:1][CH:2]1[CH2:3][CH2:4][CH:5]2[CH:6]1[CH2:7][N:8]([C:10]([O:11][CH2:12][c:13]1[cH:14][cH:15][cH:16][cH:17][cH:18]1)=[O:19])[CH2:9]2>>[OH:1][CH:2]1[CH2:3][CH2:4][CH:5]2[CH:6]1[CH2:7][NH:8][CH2:9]2. The reactants are CCOC(=O)CCCSc1ccc(C23CC4CC(CC(C4)C2)C3)cc1, CCO, [Na+], C1CCOC1, [OH-]. Product: O=C(O)CCCSc1ccc(C23CC4CC(CC(C4)C2)C3)cc1. RXN SMILES: [CH2:3]([CH3:4])[O:5][C:6]([CH2:7][CH2:8][CH2:9][S:10][c:11]1[cH:12][cH:13][c:14]([C:17]23[CH2:18][CH:19]4[CH2:20][CH:21]([CH2:22][CH:23]([CH2:24]2)[CH2:25]4)[CH2:26]3)[cH:15][cH:16]1)=[O:27].[CH3:28][CH2:29][OH:30].[Na+:2].[O:31]1[CH2:32][CH2:33][CH2:34][CH2:35]1.[OH-:1]>>[O:5]=[C:6]([CH2:7][CH2:8][CH2:9][S:10][c:11]1[cH:12][cH:13][c:14]([C:17]23[CH2:18][CH:19]4[CH2:20][CH:21]([CH2:22][CH:23]([CH2:24]2)[CH2:25]4)[CH2:26]3)[cH:15][cH:16]1)[OH:27].